From a dataset of the Open Reaction Database (ORD), a public repository of structured organic reaction records. describe an organic reaction: reactants, conditions, products, and yield Starting materials: COC1=CC2=C(C=C1)C1(C(NC3=CC=CC=C13)=O)CO2 (6-methoxyspiro[1-benzofuran-3,3′-indol]-2′(1′H)-one), BrCC1OCCCC1 (2-(bromomethyl)tetrahydro-2H-pyran), 5,6-dihydrospiro[benzo[1,2-b:5,4-b′]difuran-3,3′-indol]-2″(1′H)-one, CC1=CC=C(C=C1)S(=O)(=O)OC[C@@H]1OCCC1 ((R)-(tetrahydrofuran-2-yl)methyl 4-methylbenzenesulfonate). Product: COC1=CC2=C(C=C1)C1(C(N(C3=CC=CC=C13)C[C@@H]1OCCC1)=O)CO2 (6-methoxy-1′-[(2R)-tetrahydrofuran-2-ylmethyl]spiro[1-benzofuran-3,3′-indol]-2′(1′H)-one). As a reaction SMILES: [CH3:1][O:2][C:3]1[CH:8]=[CH:7][C:6]2[C:9]3([CH2:19][O:20][C:5]=2[CH:4]=1)[C:17]1[C:12](=[CH:13][CH:14]=[CH:15][CH:16]=1)[NH:11][C:10]3=[O:18].CC1C=CC(S(O[CH2:32][C@H:33]2[CH2:37][CH2:36][CH2:35][O:34]2)(=O)=O)=CC=1.BrCC1CCCCO1>>[CH3:1][O:2][C:3]1[CH:8]=[CH:7][C:6]2[C:9]3([CH2:19][O:20][C:5]=2[CH:4]=1)[C:17]1[C:12](=[CH:13][CH:14]=[CH:15][CH:16]=1)[N:11]([CH2:32][C@H:33]1[CH2:37][CH2:36][CH2:35][O:34]1)[C:10]3=[O:18]. Procedure details: Following the procedure as described in EXAMPLE 4 and making non-critical variations using 6-methoxyspiro[1-benzofuran-3,3′-indol]-2′(1′H)-one to replace 5,6-dihydrospiro[benzo[1,2-b:5,4-b′]difuran-3,3′-indol]-2″(1′H)-one, and (R)-(tetrahydrofuran-2-yl)methyl 4-methylbenzenesulfonate to replace 2-(bromomethyl)tetrahydro-2H-pyran, 6-methoxy-1′-[(2R)-tetrahydrofuran-2-ylmethyl]spiro[1-benzofuran-3,3′-indol]-2′(1′H)-one was obtained (54%) as a colorless liquid: 1H NMR (300 MHz, CDCl3) (diastereomer... Reactants: C, CO, O=C(Nc1cc(Oc2ccc([N+](=O)[O-])cc2F)ncn1)N1CCN(CCN2CCC2)CC1, C1CCOC1, [Pd]. Product: Nc1ccc(Oc2cc(NC(=O)N3CCN(CCN4CCC4)CC3)ncn2)c(F)c1. As a reaction SMILES: [C:40].[CH3:38][OH:39].[F:1][c:2]1[c:3]([O:4][c:5]2[cH:6][c:7]([NH:11][C:12](=[O:13])[N:14]3[CH2:15][CH2:16][N:17]([CH2:20][CH2:21][N:22]4[CH2:23][CH2:24][CH2:25]4)[CH2:18][CH2:19]3)[n:8][cH:9][n:10]2)[cH:26][cH:27][c:28]([N+:30]([O-:31])=[O:32])[cH:29]1.[O:33]1[CH2:34][CH2:35][CH2:36][CH2:37]1.[Pd:41]>>[F:1][c:2]1[c:3]([O:4][c:5]2[cH:6][c:7]([NH:11][C:12](=[O:13])[N:14]3[CH2:15][CH2:16][N:17]([CH2:20][CH2:21][N:22]4[CH2:23][CH2:24][CH2:25]4)[CH2:18][CH2:19]3)[n:8][cH:9][n:10]2)[cH:26][cH:27][c:28]([NH2:30])[cH:29]1. Reactants: ClC1=C(C(=O)O)C=CC=C1C1(CC1)C#N (2-chloro-3-(1-cyanocyclopropyl)benzoic acid), NC=1C(=CC(=C(C1)O)F)F (5-amino-2,4-difluorophenol), C(O)([O-])=O.[Na+] (sodium hydrogen carbonate), CN(C=O)C (N,N-dimethylformamide). Run in O (water), O1CCCC1 (tetrahydrofuran), O (water), C(C(=O)Cl)(=O)Cl (oxalyl chloride). Run at time 1 hour. Product: ClC1=C(C(=O)NC2=C(C=C(C(=C2)O)F)F)C=CC=C1C1(CC1)C#N (2-chloro-3-(1-cyanocyclopropyl)-N-(2,4-difluoro-5-hydroxyphenyl)benzamide). Yield: 70.3%. RXN SMILES: [Cl:1][C:2]1[C:10]([C:11]2([C:14]#[N:15])[CH2:13][CH2:12]2)=[CH:9][CH:8]=[CH:7][C:3]=1[C:4]([OH:6])=O.CN(C)C=O.[NH2:21][C:22]1[C:23]([F:30])=[CH:24][C:25]([F:29])=[C:26]([OH:28])[CH:27]=1.C(=O)([O-])O.[Na+]>C(Cl)(=O)C(Cl)=O.O1CCCC1.O>[Cl:1][C:2]1[C:10]([C:11]2([C:14]#[N:15])[CH2:13][CH2:12]2)=[CH:9][CH:8]=[CH:7][C:3]=1[C:4]([NH:21][C:22]1[CH:27]=[C:26]([OH:28])[C:25]([F:29])=[CH:24][C:23]=1[F:30])=[O:6] |f:3.4|. Reported procedure: To a solution of 2-chloro-3-(1-cyanocyclopropyl)benzoic acid (4.42 g, 20 mmol) produced in Example C62(ii) in oxalyl chloride (10 mL) was added N,N-dimethylformamide (100 μL)), and the mixture was stirred at room temperature for 1 hr, and concentrated to dryness under reduced pressure. This was dissolved in tetrahydrofuran (10 mL), and the solution was added dropwise with vigorous stirring to a two-layer mixture of a solution of 5-amino-2,4-difluorophenol (2.90 g, 20 mmol) in tetrahydrofuran (5 ...